From a dataset of the Open Reaction Database (ORD), a public repository of structured organic reaction records. describe an organic reaction: reactants, conditions, products, and yield Starting materials: CC(C)N1N=CN=C1C=1N=C2C3=CC(=CC=C3OCCN2C1)C=O (4-[1-(propan-2-yl)-1H-1,2,4-triazol-5-yl]-9-oxa-3,6-diazatricyclo[8.4.0.02,6]tetradeca1(14),2,4,10,12-pentaene-13-carbaldehyde), C(C)(C)(C)N1CCNCC1 (1-tert-butylpiperazine), Ti(Oi-Pr)4, [BH3-]C#N.[Na+] (NaBH3CN). Solvent: CCO (EtOH). Reaction conditions: time 30 minute. Yields the product C(C)(C)(C)N1CCN(CC1)CC=1C=CC2=C(C=3N(CCO2)C=C(N3)C3=NC=NN3C(C)C)C1 (10-((4-tert-butylpiperazin-1-yl)methyl)-2-(1-isopropyl-1H-1,2,4-triazol-5-yl)-5,6-dihydrobenzo[f]imidazo[1,2-d][1,4]oxazepine). The yield is 22.2%. Reaction SMILES: [CH3:1][CH:2]([N:4]1[C:8]([C:9]2[N:10]=[C:11]3[N:21]([CH:22]=2)[CH2:20][CH2:19][O:18][C:17]2[C:12]3=[CH:13][C:14]([CH:23]=O)=[CH:15][CH:16]=2)=[N:7][CH:6]=[N:5]1)[CH3:3].[C:25]([N:29]1[CH2:34][CH2:33][NH:32][CH2:31][CH2:30]1)([CH3:28])([CH3:27])[CH3:26].[BH3-]C#N.[Na+]>CCO>[C:25]([N:29]1[CH2:34][CH2:33][N:32]([CH2:23][C:14]2[CH:15]=[CH:16][C:17]3[O:18][CH2:19][CH2:20][N:21]4[CH:22]=[C:9]([C:8]5[N:4]([CH:2]([CH3:1])[CH3:3])[N:5]=[CH:6][N:7]=5)[N:10]=[C:11]4[C:12]=3[CH:13]=2)[CH2:31][CH2:30]1)([CH3:28])([CH3:27])[CH3:26] |f:2.3|. Reported procedure: To a solution of 4-[1-(propan-2-yl)-1H-1,2,4-triazol-5-yl]-9-oxa-3,6-diazatricyclo[8.4.0.02,6]tetradeca1(14),2,4,10,12-pentaene-13-carbaldehyde (50 mg, 0.16 mmol) in EtOH (5.0 mL) was added 1-tert-butylpiperazine (46 mg, 0.32 mmol) and Ti(Oi-Pr)4 (88 mg, 0.31 mmol). The mixture was stirred at room temperature for 30 min. NaBH3CN (20 mg, 0.32 mmol) was added and the reaction mixture was further stirred at room temperature for overnight. The solid was filtered, and the filtrate was concentrated an... Reactants: CCBr, FC(F)(F)c1ccccc1-c1nc(-c2ccccc2Cl)n[nH]1. The product is CCn1nc(-c2ccccc2C(F)(F)F)nc1-c1ccccc1Cl. As a reaction SMILES: [CH2:23]([CH3:24])[Br:25].[Cl:1][c:2]1[c:3](-[c:8]2[n:9][nH:10][c:11](-[c:13]3[c:14]([C:19]([F:20])([F:21])[F:22])[cH:15][cH:16][cH:17][cH:18]3)[n:12]2)[cH:4][cH:5][cH:6][cH:7]1>>[Cl:1][c:2]1[c:3](-[c:8]2[n:9]([CH2:23][CH3:24])[n:10][c:11](-[c:13]3[c:14]([C:19]([F:20])([F:21])[F:22])[cH:15][cH:16][cH:17][cH:18]3)[n:12]2)[cH:4][cH:5][cH:6][cH:7]1. The reactants are N[C@H](C(=O)N1[C@@H](CCC1)C=1NC(=CN1)C1=CC=C(C=C1)C=1C=C2C=CC(=CC2=CC1)C1=CN=C(N1)[C@H]1N(CCC1)C([C@H](C(C)C)NC(OC)=O)=O)C1CCSCC1 (methyl (S)-1-((S)-2-(5-(6-(4-(2-((S)-1-((S)-2-amino-2-(tetrahydro-2H-thiopyran-4-yl)acetyl)pyrrolidin-2-yl)-1H-imidazol-5-yl)phenyl)naphthalen-2-yl)-1H-imidazol-2-yl)pyrrolidin-1-yl)-3-methyl-1-oxobutan-2-ylcarbamate), C(=O)([O-])[O-].[Na+].[Na+] (Na2CO3), ClC(=O)OC (methyl chloroformate). The solvent is O (water). Run at temperature 0 celsius, time 2 hour. Yields the product COC(N[C@H](C(=O)N1[C@@H](CCC1)C=1NC(=CN1)C1=CC=C(C=C1)C1=CC2=CC=C(C=C2C=C1)C1=CN=C(N1)[C@H]1N(CCC1)C([C@H](C(C)C)NC(=O)OC)=O)C1CCSCC1)=O ((S)-2-((S)-2-(5-(4-(6-(2-((S)-1-((S)-2-(methoxycarbonylamino)-3-methylbutanoyl)pyrrolidin-2-yl)-1H-imidazol-5-yl)naphthalen-2-yl)phenyl)-1H-imidazol-2-yl)pyrrolidin-1-yl)-2-oxo-1-(tetrahydro-2H-thiopyran-4-yl)ethylcarbamic acid methyl ester). Isolated yield 39.4%. Reaction SMILES: [NH2:1][C@@H:2]([CH:52]1[CH2:57][CH2:56][S:55][CH2:54][CH2:53]1)[C:3]([N:5]1[CH2:9][CH2:8][CH2:7][C@H:6]1[C:10]1[NH:11][C:12]([C:15]2[CH:20]=[CH:19][C:18]([C:21]3[CH:22]=[C:23]4[C:28](=[CH:29][CH:30]=3)[CH:27]=[C:26]([C:31]3[NH:35][C:34]([C@@H:36]5[CH2:40][CH2:39][CH2:38][N:37]5[C:41](=[O:51])[C@@H:42]([NH:46][C:47](=[O:50])[O:48][CH3:49])[CH:43]([CH3:45])[CH3:44])=[N:33][CH:32]=3)[CH:25]=[CH:24]4)=[CH:17][CH:16]=2)=[CH:13][N:14]=1)=[O:4].C([O-])([O-])=O.[Na+].[Na+].Cl[C:65]([O:67][CH3:68])=[O:66]>O>[CH3:68][O:67][C:65](=[O:66])[NH:1][C@@H:2]([CH:52]1[CH2:53][CH2:54][S:55][CH2:56][CH2:57]1)[C:3]([N:5]1[CH2:9][CH2:8][CH2:7][C@H:6]1[C:10]1[NH:11][C:12]([C:15]2[CH:20]=[CH:19][C:18]([C:21]3[CH:30]=[CH:29][C:28]4[C:23](=[CH:24][CH:25]=[C:26]([C:31]5[NH:35][C:34]([C@@H:36]6[CH2:40][CH2:39][CH2:38][N:37]6[C:41](=[O:51])[C@@H:42]([NH:46][C:47]([O:48][CH3:49])=[O:50])[CH:43]([CH3:44])[CH3:45])=[N:33][CH:32]=5)[CH:27]=4)[CH:22]=3)=[CH:17][CH:16]=2)=[CH:13][N:14]=1)=[O:4] |f:1.2.3|. Reported procedure: To methyl (S)-1-((S)-2-(5-(6-(4-(2-((S)-1-((S)-2-amino-2-(tetrahydro-2H-thiopyran-4-yl)acetyl)pyrrolidin-2-yl)-1H-imidazol-5-yl)phenyl)naphthalen-2-yl)-1H-imidazol-2-yl)pyrrolidin-1-yl)-3-methyl-1-oxobutan-2-ylcarbamate (30 mg, 0.06 mmol) in water (0.3 mL) was add Na2CO3 (13 L, 0.09 mmol). The reaction mixture was cooled to 0° C. and methyl chloroformate (0.12 mmol) was added and then stirred for 2 hours. The resulting mixture was then directly purified on reverse phase prep. HPLC to afford titl... The reactants are ClC1=C(CN2C(=C(C3=CC(=CC=C23)O)C2=CC=CC=C2)C(=O)OCC)C=C2C(=C1)OCO2 (ethyl 1-(2-chloro-4,5-methylenedioxybenzyl)-5-hydroxy-3-phenylindole-2-carboxylate), CSC1=CC=C(CO)C=C1 (4-methylthiobenzyl alcohol), C(C)(C)O (isopropanol). Product: ClC1=C(CN2C(=C(C3=CC(=CC=C23)OCC2=CC=C(C=C2)SC)C2=CC=C(C=C2)C)C(=O)O)C=C2C(=C1)OCO2 (1-(2-chloro-4,5-methylenedioxybenzyl)-3-(4-methylphenyl)-5-(4-methylthiobenzyloxy)indole-2-carboxylic acid). Reaction SMILES: [Cl:1][C:2]1[CH:29]=[C:28]2[O:30][CH2:31][O:32][C:27]2=[CH:26][C:3]=1[CH2:4][N:5]1[C:13]2[C:8](=[CH:9][C:10]([OH:14])=[CH:11][CH:12]=2)[C:7]([C:15]2[CH:20]=[CH:19][CH:18]=[CH:17][CH:16]=2)=[C:6]1[C:21]([O:23]CC)=[O:22].[CH3:33][S:34][C:35]1[CH:42]=[CH:41][C:38]([CH2:39]O)=[CH:37][CH:36]=1.[CH:43](O)(C)C>>[Cl:1][C:2]1[CH:29]=[C:28]2[O:30][CH2:31][O:32][C:27]2=[CH:26][C:3]=1[CH2:4][N:5]1[C:13]2[C:8](=[CH:9][C:10]([O:14][CH2:39][C:38]3[CH:41]=[CH:42][C:35]([S:34][CH3:33])=[CH:36][CH:37]=3)=[CH:11][CH:12]=2)[C:7]([C:15]2[CH:20]=[CH:19][C:18]([CH3:43])=[CH:17][CH:16]=2)=[C:6]1[C:21]([OH:23])=[O:22]. Reported procedure: Following the procedure of Example 18(a)-18(b), except substituting ethyl 1-(2-chloro-4,5-methylenedioxybenzyl)-5-hydroxy-3-(4-methylphenyl)indole-2-carboxylate for ethyl 1-(2-chloro-4,5-methylenedioxybenzyl)-5-hydroxy-3-phenylindole-2-carboxylate and 4-methylthiobenzyl alcohol for isopropanol in step (a), the title compound was prepared as a white solid (38% overall). MS (MH-): 570.0 The reactants are C(C)S(=O)(=O)C=1C=C(C=CC1)C1=C2C3=C(NC2=C(C=C1)O)N=CC(=C3)C (5-(3-(ethylsulfonyl)phenyl)-3-methyl-9H-pyrido[2,3-b]indol-8-ol), C(C)S(=O)(=O)C=1C=C(C=CC1)C1=C2C3=C(NC2=C(C=C1)OC[C@H](CO)O)N=CC(=C3)C ((S)-3-(5-(3-(ethylsulfonyl)phenyl)-3-methyl-9H-pyrido[2,3-b]indol-8-yloxy)propane-1,2-diol). Yields the product C(C)S(=O)(=O)C=1C=C(C=CC1)C1=C2C3=C(NC2=C(C=C1)OC[C@@H](CO)O)N=CC(=C3)C ((R)-3-(5-(3-(ethylsulfonyl)phenyl)-3-methyl-9H-pyrido[2,3-b]indol-8-yloxy)propane-1,2-diol). As a reaction SMILES: C(S(C1C=C(C2C=CC(O)=C3C=2C2C=C(C)C=NC=2N3)C=CC=1)(=O)=O)C.[CH2:27]([S:29]([C:32]1[CH:33]=[C:34]([C:38]2[CH:46]=[CH:45][C:44]([O:47][CH2:48][C@@H:49]([OH:52])[CH2:50][OH:51])=[C:43]3[C:39]=2[C:40]2[CH:56]=[C:55]([CH3:57])[CH:54]=[N:53][C:41]=2[NH:42]3)[CH:35]=[CH:36][CH:37]=1)(=[O:31])=[O:30])[CH3:28]>>[CH2:27]([S:29]([C:32]1[CH:33]=[C:34]([C:38]2[CH:46]=[CH:45][C:44]([O:47][CH2:48][C@H:49]([OH:52])[CH2:50][OH:51])=[C:43]3[C:39]=2[C:40]2[CH:56]=[C:55]([CH3:57])[CH:54]=[N:53][C:41]=2[NH:42]3)[CH:35]=[CH:36][CH:37]=1)(=[O:31])=[O:30])[CH3:28]. Reported procedure: The title compound was prepared from Compound 157 using an analogous procedure to the procedure described for the preparation of Compound 230. 1H NMR (400 MHz, DMSO-d6) δ ppm 1.17 (t, J=7.33 Hz, 3 H) 2.27 (s, 3 H) 3.41 (q, J=7.41 Hz, 2 H) 3.60 (t, J=5.81 Hz, 2 H) 3.96 (m, 1 H) 4.11 (dd, J=9.60, 6.06 Hz, 1 H) 4.27 (dd, J=9.60, 4.29 Hz, 1 H) 4.73 (t, J=5.68 Hz, 1 H) 4.99 (d, J=5.31 Hz, 1 H) 7.07-7.15 (m, 2 H) 7.57 (d, J=1.77 Hz, 1 H) 7.85 (t, J=7.71 Hz, 1 H) 7.97 (t, J=1.64 Hz, 1 H) 7.99 (m, 1 H) ... Run in C(C)(=O)OCC (ethyl acetate), CN(C=O)C (dimethyl formamide), CO (methanol). The product is C(CCC)C=1N(C2=C(C(=NC=3C=CC=CC23)N)N1)CCCCS(=O)(=O)C1=CC=CC=C1 (2-butyl-1-[4-(phenylsulfonyl)butyl]-1H-imidazo[4,5-c]quinolin-4-amine). Reaction conditions: temperature 100 celsius, time 12 hour. Reported procedure: A round bottom flask was charged with a magnetic stir bar, a 2:1 mixture of N′-[2-butyl-1-(4-chlorobutyl)-1H-imidazo[4,5-c]quinolin-4-yl]-N,N-dimethylimidoformamide and 2-butyl-1-(4-chlorobutyl)-1H-imidazo[4,5-c]quinolin-4-amine (1.3 g), benzenesulfinic acid sodium salt (1.67 g, 10.11 mmol), and anhydrous dimethyl formamide (15 mL) under a nitrogen atmosphere. The resulting solution was heated to 100° C. to give a homogeneous solution that was maintained at 100° C. for 90 hours at which time the... Reactants: solid, C (charcoal), solution, C(CCC)C=1N(C2=C(C(=NC=3C=CC=CC23)N=CN(C)C)N1)CCCCCl (N′-[2-butyl-1-(4-chlorobutyl)-1H-imidazo[4,5-c]quinolin-4-yl]-N,N-dimethylimidoformamide), C(CCC)C=1N(C2=C(C(=NC=3C=CC=CC23)N)N1)CCCCCl (2-butyl-1-(4-chlorobutyl)-1H-imidazo[4,5-c]quinolin-4-amine), [Na+].C1(=CC=CC=C1)S(=O)[O-] (benzenesulfinic acid sodium salt), Cl (hydrochloric acid), O1CCOCC1 (dioxane). RXN SMILES: [CH2:1]([C:5]1[N:6]([CH2:23][CH2:24][CH2:25][CH2:26]Cl)[C:7]2[C:16]3[CH:15]=[CH:14][CH:13]=[CH:12][C:11]=3[N:10]=[C:9]([N:17]=CN(C)C)[C:8]=2[N:22]=1)[CH2:2][CH2:3][CH3:4].C(C1N(CCCCCl)C2C3C=CC=CC=3N=C(N)C=2N=1)CCC.[Na+].[C:52]1([S:58]([O-:60])=[O:59])[CH:57]=[CH:56][CH:55]=[CH:54][CH:53]=1.Cl.O1CCOCC1.C>CO.C(OCC)(=O)C.CN(C)C=O>[CH2:1]([C:5]1[N:6]([CH2:23][CH2:24][CH2:25][CH2:26][S:58]([C:52]2[CH:57]=[CH:56][CH:55]=[CH:54][CH:53]=2)(=[O:60])=[O:59])[C:7]2[C:16]3[CH:11]=[CH:12][CH:13]=[CH:14][C:15]=3[N:17]=[C:9]([NH2:10])[C:8]=2[N:22]=1)[CH2:2][CH2:3][CH3:4] |f:2.3|. Starting materials: NC1=CC=CC(=N1)C(=O)O (6-Aminopyridine-2-carboxylic acid), C(C)(=O)Cl (acetyl chloride). Run in CO (MeOH), CO (MeOH). The product is NC1=CC=CC(=N1)C(=O)OC (Methyl 6-aminopyridine-2-carboxylate). As a reaction SMILES: [NH2:1][C:2]1[N:7]=[C:6]([C:8]([OH:10])=[O:9])[CH:5]=[CH:4][CH:3]=1.[C:11](Cl)(=O)C>CO>[NH2:1][C:2]1[N:7]=[C:6]([C:8]([O:10][CH3:11])=[O:9])[CH:5]=[CH:4][CH:3]=1. Procedure: 6-Aminopyridine-2-carboxylic acid (5.0 g, 36 mmol) was dissolved in 50 ml of MeOH. To this was added acetyl chloride (9.0 ml, 126 mmol) in 50 ml of MeOH. The reaction was heated to reflux overnight. Concentrate to an orange oil and partition with EtOAc and water. The organic portions were washed with brine, dried (MgSO4) and concentrated to a yellow solid. Solvent: CO (methanol). Reaction conditions: temperature 40 celsius. Reaction SMILES: [C:1]([C:3]1[CH:4]=[N:5][C:6]2[C:11]([C:12]=1[NH:13][C:14]1[CH:19]=[CH:18][C:17](/[CH:20]=[CH:21]/[C:22]([O:24]C)=[O:23])=[C:16]3[O:26][CH2:27][O:28][C:15]=13)=[CH:10][C:9]([O:29][CH3:30])=[C:8]([O:31][CH3:32])[CH:7]=2)#[N:2].[OH-].[Na+]>CO>[C:1]([C:3]1[CH:4]=[N:5][C:6]2[C:11]([C:12]=1[NH:13][C:14]1[CH:19]=[CH:18][C:17](/[CH:20]=[CH:21]/[C:22]([OH:24])=[O:23])=[C:16]3[O:26][CH2:27][O:28][C:15]=13)=[CH:10][C:9]([O:29][CH3:30])=[C:8]([O:31][CH3:32])[CH:7]=2)#[N:2] |f:1.2|. The reactants are C(#N)C=1C=NC2=CC(=C(C=C2C1NC1=C2C(=C(C=C1)/C=C/C(=O)OC)OCO2)OC)OC (methyl (2E)-3-[4(3-cyano-6,7-dimethoxyquinolin-4-ylamino)-2,3-methylenedioxyphenyl]acrylate), [OH-].[Na+] (sodium hydroxide). Reported procedure: A mixture of methyl (2E)-3-[4(3-cyano-6,7-dimethoxyquinolin-4-ylamino)-2,3-methylenedioxyphenyl]acrylate (0.75 g), a 1N aqueous sodium hydroxide solution (12 ml) and methanol (45 ml) was stirred and warmed to 40° C. for 12 hours. The reaction mixture was evaporated. Water was added and the mixture was acidified by the addition of 2N aqueous hydrochloric acid solution. The resultant precipitate was isolated and dried. There was thus obtained the title compound as a solid (0.703 g); NMR Spectrum: ... Yields the product C(#N)C=1C=NC2=CC(=C(C=C2C1NC1=C2C(=C(C=C1)/C=C/C(=O)O)OCO2)OC)OC ((2E)-3-[4-(3-cyano-6,7-dimethoxyquinolin-4-ylamino)-2,3-methylenedioxyphenyl]acrylic acid). Reactants: ClC=1C=C(C#N)C=C(C1)OC1=C(C(=NC(=C1)\C=C\C1=NN(C2=NC(=CC=C21)F)CC2=CC=C(C=C2)OC)OC)Cl (3-chloro-5-[(3-chloro-6-{(E)-2-[6-fluoro-1-(4-methoxybenzyl)-1H-pyrazolo[3,4-b]pyridin-3-yl]vinyl}-2-methoxypyridin-4-yl)oxy]benzonitrile), [H][H] (hydrogen). The reagents and catalysts are [Pd] (Pd/C). The solvent is C1CCOC1.CO (THF MeOH). Yields the product ClC=1C=C(C#N)C=C(C1)OC1=C(C(=NC(=C1)CCC1=NN(C2=NC(=CC=C21)F)CC2=CC=C(C=C2)OC)OC)Cl (3-chloro-5-[(3-chloro-6-{2-[6-fluoro-1-(4-methoxybenzyl)-1H-pyrazolo[3,4-b]pyridin-3-yl]ethyl}-2-methoxypyridin-4-yl)oxy]benzonitrile). RXN SMILES: [Cl:1][C:2]1[CH:3]=[C:4]([CH:7]=[C:8]([O:10][C:11]2[CH:16]=[C:15](/[CH:17]=[CH:18]/[C:19]3[C:27]4[C:22](=[N:23][C:24]([F:28])=[CH:25][CH:26]=4)[N:21]([CH2:29][C:30]4[CH:35]=[CH:34][C:33]([O:36][CH3:37])=[CH:32][CH:31]=4)[N:20]=3)[N:14]=[C:13]([O:38][CH3:39])[C:12]=2[Cl:40])[CH:9]=1)[C:5]#[N:6].[H][H]>C1COCC1.CO.[Pd]>[Cl:1][C:2]1[CH:3]=[C:4]([CH:7]=[C:8]([O:10][C:11]2[CH:16]=[C:15]([CH2:17][CH2:18][C:19]3[C:27]4[C:22](=[N:23][C:24]([F:28])=[CH:25][CH:26]=4)[N:21]([CH2:29][C:30]4[CH:31]=[CH:32][C:33]([O:36][CH3:37])=[CH:34][CH:35]=4)[N:20]=3)[N:14]=[C:13]([O:38][CH3:39])[C:12]=2[Cl:40])[CH:9]=1)[C:5]#[N:6] |f:2.3|. Procedure details: Compound 4-1 (400 mg; 0.694 mmol) was dissolved in 6 mL THF/MeOH (1:1) and the system purged with nitrogen (3×). 10% Pd/C (739 mg; 0.694 mmol) was then added to the reaction mixture which was then purged (3×) with nitrogen and then with hydrogen (3×). The purged reaction mixture then remained under atmospheric pressure of hydrogen for 4 hours at room temperature. The reaction mixture was then filtered through celite and concentrated. The crude product was then purified by flash chromatography (4...